This data is from the Open Reaction Database (ORD), a public repository of structured organic reaction records. The task is: describe an organic reaction: reactants, conditions, products, and yield Starting materials: CCO, O=C=NCCCl, ClCCl, Nc1ccc(N2CCN(C(=O)c3ccccc3C(F)(F)F)CC2)nn1. Yields the product O=C(NCCCl)Nc1ccc(N2CCN(C(=O)c3ccccc3C(F)(F)F)CC2)nn1. Reaction SMILES: [CH3:32][CH2:33][OH:34].[Cl:26][CH2:27][CH2:28][N:29]=[C:30]=[O:31].[Cl:35][CH2:36][Cl:37].[NH2:1][c:2]1[cH:3][cH:4][c:5]([N:8]2[CH2:9][CH2:10][N:11]([C:14](=[O:15])[c:16]3[c:17]([C:22]([F:23])([F:24])[F:25])[cH:18][cH:19][cH:20][cH:21]3)[CH2:12][CH2:13]2)[n:6][n:7]1>>[NH:1]([c:2]1[cH:3][cH:4][c:5]([N:8]2[CH2:9][CH2:10][N:11]([C:14](=[O:15])[c:16]3[c:17]([C:22]([F:23])([F:24])[F:25])[cH:18][cH:19][cH:20][cH:21]3)[CH2:12][CH2:13]2)[n:6][n:7]1)[C:30]([NH:29][CH2:28][CH2:27][Cl:26])=[O:31]. Starting materials: COc1cc2c(Oc3ccccc3)ncnc2cc1OCCOC1CCCC1, Cl, O. Yields the product COc1cc2c(=O)[nH]cnc2cc1OCCOC1CCCC1. Reaction SMILES: [CH:1]1([O:6][CH2:7][CH2:8][O:9][c:10]2[c:11]([O:27][CH3:28])[cH:12][c:13]3[c:14]([O:20][c:21]4[cH:22][cH:23][cH:24][cH:25][cH:26]4)[n:15][cH:16][n:17][c:18]3[cH:19]2)[CH2:2][CH2:3][CH2:4][CH2:5]1.[ClH:29].[OH2:30]>>[CH:1]1([O:6][CH2:7][CH2:8][O:9][c:10]2[c:11]([O:27][CH3:28])[cH:12][c:13]3[c:14](=[O:20])[nH:15][cH:16][n:17][c:18]3[cH:19]2)[CH2:2][CH2:3][CH2:4][CH2:5]1. The reactants are O (water), ClC1=C(C=CC=C1)C1=NCC(NC2=C1C=C(C=C2)Cl)=S (1,3-dihydro-5-(2-chlorophenyl)-7-chloro-2H-1,4-benzodiazepine-2-thione), CN(C)CCCCl (N,N-dimethyl-3-chloropropylamine), [H-].[Na+] (sodium hydride). The solvent is CN(C=O)C (dimethylformamide). Run at time 20 minute. The product is CN(CCCSC1=NC2=C(C(=NC1)C1=C(C=CC=C1)Cl)C=C(C=C2)Cl)C (2-(3-dimethylaminopropylthio)-5-(2-chlorophenyl)-7-chloro-3H-1,4-benzodiazepine). As a reaction SMILES: [Cl:1][C:2]1[CH:7]=[CH:6][CH:5]=[CH:4][C:3]=1[C:8]1[C:14]2[CH:15]=[C:16]([Cl:19])[CH:17]=[CH:18][C:13]=2[NH:12][C:11](=[S:20])[CH2:10][N:9]=1.[H-].[Na+].[CH3:23][N:24]([CH2:26][CH2:27][CH2:28]Cl)[CH3:25].O>CN(C)C=O>[CH3:23][N:24]([CH3:25])[CH2:26][CH2:27][CH2:28][S:20][C:11]1[CH2:10][N:9]=[C:8]([C:3]2[CH:4]=[CH:5][CH:6]=[CH:7][C:2]=2[Cl:1])[C:14]2[CH:15]=[C:16]([Cl:19])[CH:17]=[CH:18][C:13]=2[N:12]=1 |f:1.2|. Reported procedure: To a solution of 6.4 g of 1,3-dihydro-5-(2-chlorophenyl)-7-chloro-2H-1,4-benzodiazepine-2-thione in 50 ml of anhydrous dimethylformamide is added under cooling with stirring 1,2 g of sodium hydride (50% oily suspension), and the resulting mixture is stirred at room temperature for 20 minutes. To the mixture is added dropwise 7.6 g of N,N-dimethyl-3-chloropropylamine and the mixture is stirred at room temperature for 1.5 hours. The reaction mixture is poured into iced water and extracted with eth... Starting materials: COC1=CC=C(CN(C2=NC=C(C=N2)C=2C3=C(N=C(N2)N2CCOCC2)NCC3)CC3=CC=C(C=C3)OC)C=C1 (bis-(4-methoxy-benzyl)-[5-(2-morpholin-4-yl-6,7-dihydro-5H-pyrrolo[2,3-d]pyrimidin-4-yl)-pyrimidin-2-yl]-amine), C(C)S(=O)(=O)Cl (ethanesulfonyl chloride). Product: COC1=CC=C(CN(C2=NC=C(C=N2)C=2C3=C(N=C(N2)N2CCOCC2)N(CC3)S(=O)(=O)CC)CC3=CC=C(C=C3)OC)C=C1 (bis-(4-methoxy-benzyl)-[5-(7-ethanesulfonyl-2-morpholin-4-yl-6,7-dihydro-5H-pyrrolo[2,3-d]pyrimidin-4-yl)-pyrimidin-2-yl]-amine). RXN SMILES: [CH3:1][O:2][C:3]1[CH:40]=[CH:39][C:6]([CH2:7][N:8]([CH2:30][C:31]2[CH:36]=[CH:35][C:34]([O:37][CH3:38])=[CH:33][CH:32]=2)[C:9]2[N:14]=[CH:13][C:12]([C:15]3[C:16]4[CH2:29][CH2:28][NH:27][C:17]=4[N:18]=[C:19]([N:21]4[CH2:26][CH2:25][O:24][CH2:23][CH2:22]4)[N:20]=3)=[CH:11][N:10]=2)=[CH:5][CH:4]=1.[CH2:41]([S:43](Cl)(=[O:45])=[O:44])[CH3:42]>>[CH3:38][O:37][C:34]1[CH:33]=[CH:32][C:31]([CH2:30][N:8]([CH2:7][C:6]2[CH:5]=[CH:4][C:3]([O:2][CH3:1])=[CH:40][CH:39]=2)[C:9]2[N:10]=[CH:11][C:12]([C:15]3[C:16]4[CH2:29][CH2:28][N:27]([S:43]([CH2:41][CH3:42])(=[O:45])=[O:44])[C:17]=4[N:18]=[C:19]([N:21]4[CH2:26][CH2:25][O:24][CH2:23][CH2:22]4)[N:20]=3)=[CH:13][N:14]=2)=[CH:36][CH:35]=1. Procedure: In the same manner as Example 1-D-02, using bis-(4-methoxy-benzyl)-[5-(2-morpholin-4-yl-6,7-dihydro-5H-pyrrolo[2,3-d]pyrimidin-4-yl)-pyrimidin-2-yl]-amine (40 mg) and ethanesulfonyl chloride (0.70 ml) instead of mesyl chloride, a crude product of bis-(4-methoxy-benzyl)-[5-(7-ethanesulfonyl-2-morpholin-4-yl-6,7-dihydro-5H-pyrrolo[2,3-d]pyrimidin-4-yl)-pyrimidin-2-yl]-amine was obtained. Using this crude product (10 mg), the PMB groups were removed according to the above Deprotection method 2, to ...